The task is: describe an organic reaction: reactants, conditions, products, and yield. This data is from the Open Reaction Database (ORD), a public repository of structured organic reaction records. Reactants: BrC1=CC=CC(=N1)C(=O)NC1=CC=C(C=C1)OC(F)(F)F (6-bromo-N-(4-(trifluoromethoxy)phenyl)picolinamide), N1=CN=CC(=C1)B(O)O (5-pyrimidine boronic acid). Product: N1=CN=CC(=C1)C1=CC=CC(=N1)C(=O)NC1=CC=C(C=C1)OC(F)(F)F (6-(Pyrimidin-5-yl)-N-(4-(trifluoromethoxy)phenyl)picolinamide). RXN SMILES: Br[C:2]1[N:7]=[C:6]([C:8]([NH:10][C:11]2[CH:16]=[CH:15][C:14]([O:17][C:18]([F:21])([F:20])[F:19])=[CH:13][CH:12]=2)=[O:9])[CH:5]=[CH:4][CH:3]=1.[N:22]1[CH:27]=[C:26](B(O)O)[CH:25]=[N:24][CH:23]=1>>[N:22]1[CH:27]=[C:26]([C:2]2[N:7]=[C:6]([C:8]([NH:10][C:11]3[CH:16]=[CH:15][C:14]([O:17][C:18]([F:21])([F:20])[F:19])=[CH:13][CH:12]=3)=[O:9])[CH:5]=[CH:4][CH:3]=2)[CH:25]=[N:24][CH:23]=1. Procedure details: The title compound was prepared in an analogous fashion to that described in Example 57 using 6-bromo-N-(4-(trifluoromethoxy)phenyl)picolinamide (Stage 73.1) and 5-pyrimidine boronic acid to afford the title compound as a white powder. UPLC-MS (Condition 2) tR=1.08 min, m/z=361.1 [M+H]+; 1H-NMR (400 MHz, DMSO-d6) δ ppm 7.43 (d, J=9.38 Hz, 2H) 8.02 (m, J=9.00 Hz, 2H) 8.20-8.28 (m, 2H) 8.42-8.47 (m, 1H) 9.33 (s, 1H) 9.81 (s, 2H) 10.76 (s, 1H). Reactants: C1(=CC=CC=C1)S(=O)(=O)N1C=C(C2=C1N=CN=C2C2CCCC2)I (7-benzenesulfonyl-4-cyclopentyl-5-iodo-7H-pyrrolo[2,3-d]pyrimidine), C(C)(C)[Mg]Cl (isopropylmagnesium chloride), C(C)(C)(C)OC(N(CC=1C=NC(=CC1)C(F)(F)F)C1=NC=C(C=C1)C=O)=O ((5-formyl-pyridin-2-yl)-(6-trifluoromethyl-pyridin-3-ylmethyl)-carbamic acid tert-butyl ester), Cl (hydrochloric acid). Solvent: O1CCCC1 (tetrahydrofuran), O1CCCC1 (tetrahydrofuran). Run at temperature 0 celsius. Product: C(C)(C)(C)OC(N(CC=1C=NC(=CC1)C(F)(F)F)C1=NC=C(C=C1)C(O)C1=CN(C=2N=CN=C(C21)C2CCCC2)S(=O)(=O)C2=CC=CC=C2)=O ({5-[(7-benzenesulfonyl-4-cyclopentyl-7H-pyrrolo[2,3-d]pyrimidin-5-yl)-hydroxy-methyl]-pyridin-2-yl}-(6-trifluoromethyl-pyridin-3-ylmethyl)-carbamic acid tert-butyl ester). Yield: 7.5%. Reaction SMILES: [C:1]1([S:7]([N:10]2[C:14]3[N:15]=[CH:16][N:17]=[C:18]([CH:19]4[CH2:23][CH2:22][CH2:21][CH2:20]4)[C:13]=3[C:12](I)=[CH:11]2)(=[O:9])=[O:8])[CH:6]=[CH:5][CH:4]=[CH:3][CH:2]=1.C([Mg]Cl)(C)C.[C:30]([O:34][C:35](=[O:56])[N:36]([C:48]1[CH:53]=[CH:52][C:51]([CH:54]=[O:55])=[CH:50][N:49]=1)[CH2:37][C:38]1[CH:39]=[N:40][C:41]([C:44]([F:47])([F:46])[F:45])=[CH:42][CH:43]=1)([CH3:33])([CH3:32])[CH3:31].Cl>O1CCCC1>[C:30]([O:34][C:35](=[O:56])[N:36]([C:48]1[CH:53]=[CH:52][C:51]([CH:54]([C:12]2[C:13]3[C:18]([CH:19]4[CH2:23][CH2:22][CH2:21][CH2:20]4)=[N:17][CH:16]=[N:15][C:14]=3[N:10]([S:7]([C:1]3[CH:6]=[CH:5][CH:4]=[CH:3][CH:2]=3)(=[O:9])=[O:8])[CH:11]=2)[OH:55])=[CH:50][N:49]=1)[CH2:37][C:38]1[CH:39]=[N:40][C:41]([C:44]([F:47])([F:45])[F:46])=[CH:42][CH:43]=1)([CH3:33])([CH3:31])[CH3:32]. Procedure details: To 7-benzenesulfonyl-4-cyclopentyl-5-iodo-7H-pyrrolo[2,3-d]pyrimidine (50, 0.119 g, 0.262 mmol) in 1.8 mL of tetrahydrofuran at −20° C. under nitrogen, isopropylmagnesium chloride (0.144 mL, 2.0 M in tetrahydrofuran, 0.289 mmol) was added and the reaction stirred and allowed to warm to 0° C. over 1 hour. The reaction was cooled to −15° C. and (5-formyl-pyridin-2-yl)-(6-trifluoromethyl-pyridin-3-ylmethyl)-carbamic acid tert-butyl ester (51, 0.120 g, 0.315 mmol) in 0.53 mL of tetrahydrofuran was a... Starting materials: [I-].[K+] (potassium iodide), C([O-])([O-])=O.[K+].[K+] (potassium carbonate), C1(=CC=CC=C1)O (phenol), C(C)OC(CCCCBr)=O (5-bromo valeric acid ethyl ester). The solvent is CC(=O)C (acetone). Run at temperature 60 celsius. The product is C(C)OC(CCCCOC1=CC=CC=C1)=O (5-phenoxy valeric acid ethyl ester). As a reaction SMILES: [I-].[K+].C(=O)([O-])[O-].[K+].[K+].[C:9]1([OH:15])[CH:14]=[CH:13][CH:12]=[CH:11][CH:10]=1.[CH2:16]([O:18][C:19](=[O:25])[CH2:20][CH2:21][CH2:22][CH2:23]Br)[CH3:17]>CC(C)=O>[CH2:16]([O:18][C:19](=[O:25])[CH2:20][CH2:21][CH2:22][CH2:23][O:15][C:9]1[CH:14]=[CH:13][CH:12]=[CH:11][CH:10]=1)[CH3:17] |f:0.1,2.3.4|. Reported procedure: Dehydrated acetone of 240 ml was put in a 3-necked round-bottom flask, potassium iodide (0.06 mol), potassium carbonate (0.11 mol), and phenol (0.07 mol) were added to stir sufficiently. In this solution, 5-bromo valeric acid ethyl ester (0.06 mol) was dropped in a nitrogen atmosphere and refluxed at 60±5° C. to react for 24 hours. After completion of the reaction, a reaction solution was exsiccated to condensation using an evaporator, and dissolved again in methylene chloride, and water was add... Starting materials: O=C([O-])[O-], C1CCOC1, CCN=C=NCCCN(C)C, CO, ClC(Cl)Cl, Cl, Nc1ccc2ncnc(Nc3ccc(OCc4ccccc4)cc3)c2c1, [Na+], [Na+], O, C=CC(=O)O, c1ccncc1. Product: C=CC(=O)Nc1ccc2ncnc(Nc3ccc(OCc4ccccc4)cc3)c2c1. Reaction SMILES: [C:50](=[O:51])([O-:52])[O-:53].[CH2:56]1[O:57][CH2:58][CH2:59][CH2:60]1.[CH3:1][CH2:2][N:3]=[C:4]=[N:5][CH2:6][CH2:7][CH2:8][N:9]([CH3:10])[CH3:11].[CH3:62][OH:63].[Cl:64][CH:65]([Cl:66])[Cl:67].[ClH:12].[NH2:13][c:14]1[cH:15][c:16]2[c:17]([NH:24][c:25]3[cH:26][cH:27][c:28]([O:31][CH2:32][c:33]4[cH:34][cH:35][cH:36][cH:37][cH:38]4)[cH:29][cH:30]3)[n:18][cH:19][n:20][c:21]2[cH:22][cH:23]1.[Na+:54].[Na+:55].[OH2:61].[OH:39][C:40](=[O:41])[CH:42]=[CH2:43].[cH:44]1[cH:45][cH:46][n:47][cH:48][cH:49]1>>[NH:13]([c:14]1[cH:15][c:16]2[c:17]([NH:24][c:25]3[cH:26][cH:27][c:28]([O:31][CH2:32][c:33]4[cH:34][cH:35][cH:36][cH:37][cH:38]4)[cH:29][cH:30]3)[n:18][cH:19][n:20][c:21]2[cH:22][cH:23]1)[C:40](=[O:39])[CH:42]=[CH2:43]. The reactants are CCO, CC(C)N1CC2(COc3ccc([N+](=O)[O-])cc3OC2)OC1=O, [Na+], [OH-], O. Product: CC(C)NCC1(O)COc2ccc([N+](=O)[O-])cc2OC1. As a reaction SMILES: [CH3:26][CH2:27][OH:28].[CH:1]([CH3:2])([CH3:3])[N:4]1[C:5](=[O:22])[O:6][C:7]2([CH2:8]1)[CH2:9][O:10][c:11]1[c:12]([cH:15][cH:16][c:17]([N+:19](=[O:20])[O-:21])[cH:18]1)[O:13][CH2:14]2.[Na+:24].[OH-:23].[OH2:25]>>[CH:1]([CH3:2])([CH3:3])[NH:4][CH2:8][C:7]1([OH:6])[CH2:9][O:10][c:11]2[c:12]([cH:15][cH:16][c:17]([N+:19](=[O:20])[O-:21])[cH:18]2)[O:13][CH2:14]1. Reactants: O=C1C=CC(=O)c2ccccc21, O, O=[N+]([O-])O, O=S(=O)(O)O. Product: O=C1C=CC(=O)c2c1cccc2[N+](=O)[O-]. As a reaction SMILES: [O:1]=[C:2]1[CH:3]=[CH:4][C:5](=[O:6])[c:7]2[cH:8][cH:9][cH:10][cH:11][c:12]21.[OH2:22].[OH:18][N+:19]([O-:20])=[O:21].[S:13](=[O:14])(=[O:15])([OH:16])[OH:17]>>[O:1]=[C:2]1[CH:3]=[CH:4][C:5](=[O:6])[c:7]2[c:8]([N+:19](=[O:18])[O-:20])[cH:9][cH:10][cH:11][c:12]21. Starting materials: OC1CCC(CC1)C(=O)OCC (ethyl 4-hydroxycyclohexane carboxylate), TEA, C(C(=O)Cl)(=O)Cl (oxalyl chloride), CS(=O)C (DMSO). Solvent: C(Cl)Cl (DCM), C(Cl)Cl (DCM), C(Cl)Cl (DCM), C(Cl)Cl (DCM). The product is C(C)OC(=O)C1CCC(CC1)=O (4-oxo-cyclohexanecarboxylic acid ethyl ester). The yield is 90.1%. Reaction SMILES: C(Cl)(=O)C(Cl)=O.CS(C)=O.[OH:11][CH:12]1[CH2:17][CH2:16][CH:15]([C:18]([O:20][CH2:21][CH3:22])=[O:19])[CH2:14][CH2:13]1>C(Cl)Cl>[CH2:21]([O:20][C:18]([CH:15]1[CH2:16][CH2:17][C:12](=[O:11])[CH2:13][CH2:14]1)=[O:19])[CH3:22]. Procedure: To a solution of oxalyl chloride (6 mL, 68.8 mmol) in DCM (100 mL) at −78° C. was added dropwise a solution of DMSO (6.4 mL, 90 mmol) in DCM (20 mL). The mixture was stirred at this temperature for 15 min before the dropwise addition of a solution of ethyl 4-hydroxycyclohexane carboxylate (4.8 mL, 30 mmol) in DCM (20 mL). The mixture was stirred at −78° C. for 3 h before addition of TEA (29.3 mL, 210 mmol) in DCM (20 mL). The mixture was then gradually warmed to rt, washed with a sat. aq. NH4Cl ... The reactants are O=C1CCC1, CC(=O)O[BH-](OC(C)=O)OC(C)=O, Cc1noc(-c2ccc(-n3cc4c(n3)CCNCC4)cc2)n1, CC(=O)O, CO, ClCCl, [Na+]. The product is Cc1noc(-c2ccc(-n3cc4c(n3)CCN(C3CCC3)CC4)cc2)n1. As a reaction SMILES: [C:23]1(=[O:27])[CH2:24][CH2:25][CH2:26]1.[C:32]([O:33][BH-:34]([O:35][C:36](=[O:37])[CH3:38])[O:39][C:40](=[O:41])[CH3:42])(=[O:43])[CH3:44].[CH3:1][c:2]1[n:3][o:4][c:5](-[c:7]2[cH:8][cH:9][c:10](-[n:13]3[n:14][c:15]4[c:21]([cH:22]3)[CH2:20][CH2:19][NH:18][CH2:17][CH2:16]4)[cH:11][cH:12]2)[n:6]1.[CH3:28][C:29](=[O:30])[OH:31].[CH3:49][OH:50].[Cl:46][CH2:47][Cl:48].[Na+:45]>>[CH3:1][c:2]1[n:3][o:4][c:5](-[c:7]2[cH:8][cH:9][c:10](-[n:13]3[n:14][c:15]4[c:21]([cH:22]3)[CH2:20][CH2:19][N:18]([CH:23]3[CH2:24][CH2:25][CH2:26]3)[CH2:17][CH2:16]4)[cH:11][cH:12]2)[n:6]1. Reactants: NC=1C(=NC=C(C1)C(F)(F)F)O (3-amino-5-trifluoromethylpyridin-2-ol), C1CCOC1 (THF), Cl.C(C)SC1=C(C(=O)O)C=CC=C1 (2-ethylsulfanylbenzoic acid hydrochloride), C(O)([O-])=O.[Na+] (sodium hydrogen carbonate). Run in O (water). Reaction conditions: time 2 hour. Yields the product C(C)SC1=C(C(=O)NC=2C(=NC=C(C2)C(F)(F)F)O)C=CC=C1 (2-ethylsulfanyl-N-(2-hydroxy-5-trifluoromethylpyridin-3-yl)-benzamide). Yield: 95.0%. RXN SMILES: [NH2:1][C:2]1[C:3]([OH:12])=[N:4][CH:5]=[C:6]([C:8]([F:11])([F:10])[F:9])[CH:7]=1.C1COCC1.Cl.[CH2:19]([S:21][C:22]1[CH:30]=[CH:29][CH:28]=[CH:27][C:23]=1[C:24](O)=[O:25])[CH3:20].C(=O)([O-])O.[Na+]>O>[CH2:19]([S:21][C:22]1[CH:30]=[CH:29][CH:28]=[CH:27][C:23]=1[C:24]([NH:1][C:2]1[C:3]([OH:12])=[N:4][CH:5]=[C:6]([C:8]([F:11])([F:9])[F:10])[CH:7]=1)=[O:25])[CH3:20] |f:2.3,4.5|. Reported procedure: To a mixture of 3-amino-5-trifluoromethylpyridin-2-ol (0.75 g) and THF (5 ml), 2-ethylsulfanylbenzoic acid hydrochloride (0.93 g) was added under ice-cooling, heated to room temperature, and stirred for 2 hours. After the mixture was allowed to stand overnight, the mixture was heated to 50° C., and stirred with heating for 6 hours. To the mixture, sodium hydrogen carbonate (0.35 g) was added, and stirred with heating for further 2.5 hours. After the mixture was allowed to stand, water was poured...